This data is from the Open Reaction Database (ORD), a public repository of structured organic reaction records. The task is: describe an organic reaction: reactants, conditions, products, and yield As a reaction SMILES: [Cl:1][C:2]1[CH:21]=[CH:20][C:19]([Cl:22])=[CH:18][C:3]=1[CH2:4][S:5]([C:8]1[CH:9]=[C:10]2[C:14](=[CH:15][CH:16]=1)[NH:13][C:12](=[O:17])[CH2:11]2)(=[O:7])=[O:6].[CH:23]([C:25]1[NH:29][C:28]([CH3:30])=[C:27]([C:31]([OH:33])=[O:32])[C:26]=1[CH3:34])=O>>[Cl:1][C:2]1[CH:21]=[CH:20][C:19]([Cl:22])=[CH:18][C:3]=1[CH2:4][S:5]([C:8]1[CH:9]=[C:10]2[C:14](=[CH:15][CH:16]=1)[NH:13][C:12](=[O:17])/[C:11]/2=[CH:23]\[C:25]1[NH:29][C:28]([CH3:30])=[C:27]([C:31]([OH:33])=[O:32])[C:26]=1[CH3:34])(=[O:6])=[O:7]. Reactants: ClC1=C(CS(=O)(=O)C=2C=C3CC(NC3=CC2)=O)C=C(C=C1)Cl (5-[(2,5-Dichlorobenzyl)sulfonyl]-1,3-dihydro-indol-2-one), C(=O)C1=C(C(=C(N1)C)C(=O)O)C (5-formyl-2,4-dimethyl-1H-pyrrole-3-carboxylic acid). Reported procedure: 5-[(2,5-Dichlorobenzyl)sulfonyl]-1,3-dihydro-indol-2-one was condensed with 5-formyl-2,4-dimethyl-1H-pyrrole-3-carboxylic acid to give the titled compound as a yellow solid. Product: ClC1=C(C=C(C=C1)Cl)CS(=O)(=O)C=1C=C2/C(/C(NC2=CC1)=O)=C/C1=C(C(=C(N1)C)C(=O)O)C (5-[5-(2,5-Dichloro-phenylmethanesulfonyl)-2-oxo-1,2-dihydro-indol-(3Z)-ylidenemethyl]-2,4-dimethyl-1H-pyrrole-3-carboxylic acid).